From a dataset of the Open Reaction Database (ORD), a public repository of structured organic reaction records. describe an organic reaction: reactants, conditions, products, and yield The reactants are O=C(N=C=S)c1ccccc1, COc1ccccc1N, CC(C)=O. Product: COc1ccccc1NC(N)=S. RXN SMILES: [C:10](=[O:11])([c:12]1[cH:13][cH:14][cH:15][cH:16][cH:17]1)[N:18]=[C:19]=[S:20].[CH3:1][O:2][c:3]1[c:4]([NH2:9])[cH:5][cH:6][cH:7][cH:8]1.[CH3:21][C:22](=[O:23])[CH3:24]>>[CH3:1][O:2][c:3]1[c:4]([NH:9][C:19]([NH2:18])=[S:20])[cH:5][cH:6][cH:7][cH:8]1.